From a dataset of the Open Reaction Database (ORD), a public repository of structured organic reaction records. describe an organic reaction: reactants, conditions, products, and yield Reactants: CCOC(=O)C(Cc1ccc(Cc2ccccc2)c(OCCc2ccc(OS(C)(=O)=O)cc2)c1)OCC, C1CCOC1, CCO, [K+], [Li+], [OH-], O, O=S(=O)([O-])O. Yields the product CCOC(Cc1ccc(Cc2ccccc2)c(OCCc2ccc(OS(C)(=O)=O)cc2)c1)C(=O)O. As a reaction SMILES: [CH2:1]([c:2]1[cH:3][cH:4][cH:5][cH:6][cH:7]1)[c:8]1[c:9]([O:24][CH2:25][CH2:26][c:27]2[cH:28][cH:29][c:30]([O:33][S:34](=[O:35])(=[O:36])[CH3:37])[cH:31][cH:32]2)[cH:10][c:11]([CH2:14][CH:15]([C:16](=[O:17])[O:18][CH2:19][CH3:20])[O:21][CH2:22][CH3:23])[cH:12][cH:13]1.[CH2:40]1[O:41][CH2:42][CH2:43][CH2:44]1.[CH3:52][CH2:53][OH:54].[K+:50].[Li+:39].[OH-:38].[OH2:51].[S:45]([O-:46])([OH:47])(=[O:48])=[O:49]>>[CH2:1]([c:2]1[cH:3][cH:4][cH:5][cH:6][cH:7]1)[c:8]1[c:9]([O:24][CH2:25][CH2:26][c:27]2[cH:28][cH:29][c:30]([O:33][S:34](=[O:35])(=[O:36])[CH3:37])[cH:31][cH:32]2)[cH:10][c:11]([CH2:14][CH:15]([C:16](=[O:17])[OH:18])[O:21][CH2:22][CH3:23])[cH:12][cH:13]1. Starting materials: CCO, Cl, N#CCc1ccc(C(F)(F)F)cc1F. The product is Cl, NCCc1ccc(C(F)(F)F)cc1F. As a reaction SMILES: [CH3:16][CH2:17][OH:18].[ClH:15].[F:1][c:2]1[c:3]([CH2:12][C:13]#[N:14])[cH:4][cH:5][c:6]([C:8]([F:9])([F:10])[F:11])[cH:7]1>>[ClH:15].[F:1][c:2]1[c:3]([CH2:12][CH2:13][NH2:14])[cH:4][cH:5][c:6]([C:8]([F:9])([F:10])[F:11])[cH:7]1. Reactants: COC(=O)C1=CC(=NN1C)C(=O)O (1-methyl-1H-pyrazole-3,5-dicarboxylic acid 5-methyl ester), ice water, S(=O)(Cl)Cl (thionyl chloride), CC(=O)C (acetone), [N-]=[N+]=[N-].[Na+] (sodium azide). Solvent: O (water). Reaction conditions: time 1 minute. Product: COC(=O)C=1N(N=C(C1)C(=O)N=[N+]=[N-])C (5-azidocarbonyl-2-methyl-2H-pyrazole-3-carboxylic acid methyl ester). Reaction SMILES: [CH3:1][O:2][C:3]([C:5]1[N:9]([CH3:10])[N:8]=[C:7]([C:11]([OH:13])=O)[CH:6]=1)=[O:4].S(Cl)(Cl)=O.CC(C)=O.[N-:22]=[N+:23]=[N-:24].[Na+]>O>[CH3:1][O:2][C:3]([C:5]1[N:9]([CH3:10])[N:8]=[C:7]([C:11]([N:22]=[N+:23]=[N-:24])=[O:13])[CH:6]=1)=[O:4] |f:3.4|. Reported procedure: 1-Methyl-1H-pyrazole-3,5-dicarboxylic acid 5-methyl ester (641, 3.2 g, 17.0 mmol) was combined with thionyl chloride (5 mL). The reaction was heated to reflux for 40 minutes and then concentrated twice from toluene. The resulting solid was dried under reduced pressure overnight. The product was dissolved into acetone (20 mL) and sodium azide (3.5 g, 54.0 mmol) was added in water (10 mL) rapidly at once. The obtained solution was stirred for one minute and then poured into ice-water (50 mL). The ... The reactants are CC#N, O=C(OCc1ccccc1)N1CCC(CCO)(CCO)CC1, ClCCl, C[N+]1([O-])CCOCC1, CCC[N+](CCC)(CCC)CCC, O=[Ru](=O)(=O)[O-]. Yields the product O=C1CC2(CCO1)CCN(C(=O)OCc1ccccc1)CC2. RXN SMILES: [C:31](#[N:32])[CH3:33].[CH2:1]([c:2]1[cH:3][cH:4][cH:5][cH:6][cH:7]1)[O:8][C:9](=[O:10])[N:11]1[CH2:12][CH2:13][C:14]([CH2:17][CH2:18][OH:19])([CH2:20][CH2:21][OH:22])[CH2:15][CH2:16]1.[CH2:34]([Cl:35])[Cl:36].[CH3:23][N+:24]1([O-:25])[CH2:26][CH2:27][O:28][CH2:29][CH2:30]1.[CH3:42][CH2:43][CH2:44][N+:45]([CH2:46][CH2:47][CH3:48])([CH2:49][CH2:50][CH3:51])[CH2:52][CH2:53][CH3:54].[O-:37][Ru:38](=[O:39])(=[O:40])=[O:41]>>[CH2:1]([c:2]1[cH:3][cH:4][cH:5][cH:6][cH:7]1)[O:8][C:9](=[O:10])[N:11]1[CH2:12][CH2:13][C:14]2([CH2:15][CH2:16]1)[CH2:17][C:18](=[O:19])[O:22][CH2:21][CH2:20]2. Reactants: ClC1=CC=C(C=C1)[C@@H](CN(C(OC(C)(C)C)=O)C(C)C)C(=O)N1CCN(CC1)C1=C2C(=NC=C1C1=CC(=C(C=C1)OC)OC)NC=C2 ((S)-tert-Butyl 2-(4-chlorophenyl)-3-(4-(5-(3,4-dimethoxyphenyl)-1H-pyrrolo[2,3-b]pyridin-4-yl)piperazin-1-yl)-3-oxopropyl(isopropyl)carbamate), C1(=C(C(=C(C(=C1F)F)F)N)F)N.Cl.Cl (dihydrochloride), C(=O)(C(F)(F)F)O (TFA). Run in C(Cl)Cl (DCM). Run at time 1 hour. Product: ClC1=CC=C(C=C1)[C@H](C(=O)N1CCN(CC1)C1=C2C(=NC=C1C1=CC(=C(C=C1)OC)OC)NC=C2)CNC(C)C ((S)-2-(4-chlorophenyl)-1-(4-(5-(3,4-dimethoxyphenyl)-1H-pyrrolo[2,3-b]pyri din-4-yl)piperazin-1-yl)-3-(isopropylamino)propan-1-one). Isolated yield 80.1%. RXN SMILES: [Cl:1][C:2]1[CH:7]=[CH:6][C:5]([C@H:8]([C:21]([N:23]2[CH2:28][CH2:27][N:26]([C:29]3[C:34]([C:35]4[CH:40]=[CH:39][C:38]([O:41][CH3:42])=[C:37]([O:43][CH3:44])[CH:36]=4)=[CH:33][N:32]=[C:31]4[NH:45][CH:46]=[CH:47][C:30]=34)[CH2:25][CH2:24]2)=[O:22])[CH2:9][N:10]([CH:18]([CH3:20])[CH3:19])C(=O)OC(C)(C)C)=[CH:4][CH:3]=1.C(O)(C(F)(F)F)=O.C1(N)C(F)=C(F)C(F)=C(N)C=1F.Cl.Cl>C(Cl)Cl>[Cl:1][C:2]1[CH:7]=[CH:6][C:5]([C@@H:8]([CH2:9][NH:10][CH:18]([CH3:20])[CH3:19])[C:21]([N:23]2[CH2:24][CH2:25][N:26]([C:29]3[C:34]([C:35]4[CH:40]=[CH:39][C:38]([O:41][CH3:42])=[C:37]([O:43][CH3:44])[CH:36]=4)=[CH:33][N:32]=[C:31]4[NH:45][CH:46]=[CH:47][C:30]=34)[CH2:27][CH2:28]2)=[O:22])=[CH:4][CH:3]=1 |f:2.3.4|. Procedure: (S)-tert-Butyl 2-(4-chlorophenyl)-3-(4-(5-(3,4-dimethoxyphenyl)-1H-pyrrolo[2,3-b]pyridin-4-yl)piperazin-1-yl)-3-oxopropyl(isopropyl)carbamate (0.013 g, 0.020 mmol) was placed in DCM (3 mL). TFA (0.3 mL) was then added, and the reaction was stirred at room temperature for 1 hour. The reaction was then concentrated to dryness, dissolved in minimal DCM, and added dropwise to a stirring solution of 1M HCl in ether. The solid product was filtered, washed with ether, and dried to give (S)-2-(4-chlorop... Starting materials: CCn1c(=O)n(-c2ccc(OCc3ccccc3)cc2)c2ncc(C#N)cc21, CCOC(C)=O. Yields the product CCn1c(=O)n(-c2ccc(O)cc2)c2ncc(C#N)cc21. RXN SMILES: [CH2:1]([c:2]1[cH:3][cH:4][cH:5][cH:6][cH:7]1)[O:8][c:9]1[cH:10][cH:11][c:12](-[n:15]2[c:16](=[O:28])[n:17]([CH2:26][CH3:27])[c:18]3[c:19]2[n:20][cH:21][c:22]([C:24]#[N:25])[cH:23]3)[cH:13][cH:14]1.[CH3:29][CH2:30][O:31][C:32]([CH3:33])=[O:34]>>[OH:8][c:9]1[cH:10][cH:11][c:12](-[n:15]2[c:16](=[O:28])[n:17]([CH2:26][CH3:27])[c:18]3[c:19]2[n:20][cH:21][c:22]([C:24]#[N:25])[cH:23]3)[cH:13][cH:14]1. The reactants are Cl.NC1=NN2C(N(C(=C([C@H]2C2=CC=C(C=C2)C#N)C#N)C)C2=CC(=CC=C2)C(F)(F)F)=N1 ((7R)-2-amino-7-(4-cyanophenyl)-5-methyl-4-[3-(trifluoromethyl)phenyl]-4,7-dihydro[1,2,4]triazolo[1,5-a]pyrimidine-6-carbonitrile hydrochloride), N1=CC=CC=C1 (pyridine), CC(C(=O)Cl)(C)C (2,2-dimethylpropanoyl chloride). The solvent is C1CCOC1 (THF). Yields the product C(#N)C1=C(N(C=2N([C@@H]1C1=CC=C(C=C1)C#N)N=C(N2)NC(C(C)(C)C)=O)C2=CC(=CC=C2)C(F)(F)F)C (N-{(7R)-6-Cyano-7-(4-cyanophenyl)-5-methyl-4-[3-(trifluoromethyl)phenyl]-4,7-dihydro[1,2,4]-triazolo[1,5-a]pyrimidin-2-yl}-2,2-dimethylpropanamide). Reaction SMILES: Cl.[NH2:2][C:3]1[N:32]=[C:6]2[N:7]([C:22]3[CH:27]=[CH:26][CH:25]=[C:24]([C:28]([F:31])([F:30])[F:29])[CH:23]=3)[C:8]([CH3:21])=[C:9]([C:19]#[N:20])[C@@H:10]([C:11]3[CH:16]=[CH:15][C:14]([C:17]#[N:18])=[CH:13][CH:12]=3)[N:5]2[N:4]=1.N1C=CC=CC=1.[CH3:39][C:40]([CH3:45])([CH3:44])[C:41](Cl)=[O:42]>C1COCC1>[C:19]([C:9]1[C@@H:10]([C:11]2[CH:16]=[CH:15][C:14]([C:17]#[N:18])=[CH:13][CH:12]=2)[N:5]2[N:4]=[C:3]([NH:2][C:41](=[O:42])[C:40]([CH3:45])([CH3:44])[CH3:39])[N:32]=[C:6]2[N:7]([C:22]2[CH:27]=[CH:26][CH:25]=[C:24]([C:28]([F:29])([F:31])[F:30])[CH:23]=2)[C:8]=1[CH3:21])#[N:20] |f:0.1|. Reported procedure: Under an atmosphere of argon protective gas, (7R)-2-amino-7-(4-cyanophenyl)-5-methyl-4-[3-(trifluoromethyl)phenyl]-4,7-dihydro[1,2,4]triazolo[1,5-a]pyrimidine-6-carbonitrile hydrochloride (30 mg, 66 mmol) was dissolved in abs. pyridine (1.5 ml). At room temperature, a solution of 2,2-dimethylpropanoyl chloride (20 mg, 164 mmol, 2.5 eq.) in abs. THF (1 ml) was added in two portions. Once analysis of the reaction by HPLC showed substantial conversion (12 h), the reaction mixture was concentrated u...